This data is from the Open Reaction Database (ORD), a public repository of structured organic reaction records. The task is: describe an organic reaction: reactants, conditions, products, and yield Reactants: Cc1cc(C)n(C2OC(COC(c3ccccc3)(c3ccccc3)c3ccccc3)C(O)C2O)n1, CC(=O)O. Product: OC(c1ccccc1)(c1ccccc1)c1ccccc1. Reaction SMILES: [CH3:1][c:2]1[cH:3][c:4]([CH3:5])[n:6]([CH:7]2[O:8][CH:9]([CH2:10][O:16][C:17]([c:18]3[cH:19][cH:20][cH:21][cH:22][cH:23]3)([c:24]3[cH:25][cH:26][cH:27][cH:28][cH:29]3)[c:30]3[cH:31][cH:32][cH:33][cH:34][cH:35]3)[CH:11]([OH:12])[CH:13]2[OH:14])[n:15]1.[CH3:36][C:37](=[O:38])[OH:39]>>[OH:16][C:17]([c:18]1[cH:19][cH:20][cH:21][cH:22][cH:23]1)([c:24]1[cH:25][cH:26][cH:27][cH:28][cH:29]1)[c:30]1[cH:31][cH:32][cH:33][cH:34][cH:35]1. Reactants: compound, CC=1N=CN(C1)C=1C=C(C=C(C1)C(F)(F)F)N (3-(4-methyl-imidazol-1-yl)-5-trifluoromethyl-phenylamine), CN1CCC(CC1)O (1-methyl-piperidin-4-ol). The product is CN1CCC(CC1)OC=1C=C(C=C(C1)C(F)(F)F)N (3-(1-Methyl-piperidin-4-yloxy)-5-trifluoromethyl-phenylamine). Reaction SMILES: CC1N=CN([C:7]2[CH:8]=[C:9]([NH2:17])[CH:10]=[C:11]([C:13]([F:16])([F:15])[F:14])[CH:12]=2)C=1.[CH3:18][N:19]1[CH2:24][CH2:23][CH:22]([OH:25])[CH2:21][CH2:20]1>>[CH3:18][N:19]1[CH2:24][CH2:23][CH:22]([O:25][C:7]2[CH:8]=[C:9]([NH2:17])[CH:10]=[C:11]([C:13]([F:14])([F:15])[F:16])[CH:12]=2)[CH2:21][CH2:20]1. Procedure details: for preparing the compound of examples 43 to 46 may be obtained analogously to a method as described in WO2004005281 for 3-(4-methyl-imidazol-1-yl)-5-trifluoromethyl-phenylamine, but using 1-methyl-piperidin-4-ol. ES-MS: 275.2 [M+H]+; tR=2.41 min Starting materials: CC1=CC=C(O1)C=CCCO (5-methyl-2-furylallylcarbinol), [Cl-].[Na+] (sodium chloride), C(C)(=O)[O-].[Na+] (sodium acetate), MgCl2.6H2O, C(C)(=O)O (acetic acid). Run in O (water). Conditions: time 35 minute. Product: C(C=C)C=1C(CC(C1C)O)=O (2-allyl-3-methyl-4-hydroxy-2-cyclopentenone). The yield is 209.3%. As a reaction SMILES: C([O-])(=[O:3])C.[Na+].C(O)(=O)C.[CH3:10][C:11]1[O:15][C:14]([CH:16]=[CH:17][CH2:18][CH2:19]O)=[CH:13][CH:12]=1.[Cl-].[Na+]>O>[CH2:17]([C:16]1[C:14](=[O:15])[CH2:13][CH:12]([OH:3])[C:11]=1[CH3:10])[CH:18]=[CH2:19] |f:0.1,4.5|. Reported procedure: A buffer solution was prepared by dissolving sodium acetate (1.03 g) and MgCl2.6H2O (0.27 g) in water (200 ml) and adjusting the pH value to 6.0 (20° C.) with acetic acid. In a reaction vessel, 5-methyl-2-furylallylcarbinol (5 g) and the entire amount of the buffer solution as prepared above were charged, and the temperature was elevated up to 150° C. in 35 minutes while stirring. The mixture was stirred at the same temperature for 3 hours. After ice-cooling, sodium chloride (50 g) was added, an...